This data is from the Open Reaction Database (ORD), a public repository of structured organic reaction records. The task is: describe an organic reaction: reactants, conditions, products, and yield Starting materials: C1(CC1)C(O)C1=CC=C(C=C1)Cl (Cyclopropyl-(4-chlorophenyl)methanol), FC(C(=O)O)(F)F (trifluoroacetic acid), FC=1C=C2C=CNC2=C(C1)CS(=O)(=O)C (5-Fluoro-7-[(methylsulfonyl)methyl]-1H-indole). The solvent is ClCCl (dichloromethane). Reaction conditions: time 45 minute. Product: ClC1=CC=C(C=C1)C(C1=CNC2=C(C=C(C=C12)F)CS(=O)(=O)C)C1CC1 (3-[(4-Chlorophenyl)(cyclopropyl)methyl]-5-fluoro-7-[(methylsulfonyl)methyl]-1H-indole). As a reaction SMILES: [CH:1]1([CH:4]([C:6]2[CH:11]=[CH:10][C:9]([Cl:12])=[CH:8][CH:7]=2)O)[CH2:3][CH2:2]1.FC(F)(F)C(O)=O.[F:20][C:21]1[CH:22]=[C:23]2[C:27](=[C:28]([CH2:30][S:31]([CH3:34])(=[O:33])=[O:32])[CH:29]=1)[NH:26][CH:25]=[CH:24]2>ClCCl>[Cl:12][C:9]1[CH:10]=[CH:11][C:6]([CH:4]([CH:1]2[CH2:3][CH2:2]2)[C:24]2[C:23]3[C:27](=[C:28]([CH2:30][S:31]([CH3:34])(=[O:32])=[O:33])[CH:29]=[C:21]([F:20])[CH:22]=3)[NH:26][CH:25]=2)=[CH:7][CH:8]=1. Procedure details: 64 mg (0.35 mmol) of the compound from Example 153A and 0.03 ml (0.42 mmol) of trifluoroacetic acid were added to 80 mg (0.35 mmol) of the compound from Example 87A in 2.5 ml of dichloromethane. The reaction mixture was stirred at RT for 45 min, the solvent was removed in vacuo, and the crude product was then purified by preparative HPLC (mobile phase: acetonitrile/water gradient). 110 mg (80% of theory) of the title compound were obtained. The reactants are C(C)(C)(C)O[C@H](C(=O)OC)C1=C2N3CCC(OCCCC[C@@H](OC=4C=CC(=CC4C4=CC=CC(C5=CN2C(C=C1C)=N5)=C4)C)C)(CC3)C (methyl(2S)-2-(tert-butoxy)-2-[(22S)-4,17,22,28-tetramethyl-21,27-dioxa-1,7,34-triazahexacyclo[26.2.2.16,9.110,14.02,7.015,20]tetratriaconta-2,4,6(34),8,10(33),11,13,15(20),16,18-decaen-3-yl]acetate), C1CC(=O)N(C1=O)Cl (NCS), O (water), O[Li].O (LiOH.H2O). The reagents and catalysts are C1CCOC1 (THF). Solvent: CC#N (MeCN). Run at temperature 70 celsius, time 1 hour. Product: C(C)(C)(C)O[C@H](C(=O)O)C1=C2N3CCC(OCCCC[C@@H](OC=4C=CC(=CC4C4=CC=CC(C5=C(N2C(C=C1C)=N5)Cl)=C4)C)C)(CC3)C ((2S)-2-(tert-Butoxy)-2-[(22S)-8-chloro-4,17,22,28-tetramethyl-21,27-dioxa-1,7,34-triazahexacyclo[26.2.2.16,9.110,14.02,7.015,20]tetratriaconta-2,4,6(34),8,10(33),11,13,15(20),16,18-decaen-3-yl]acetic acid). Isolated yield 47.8%. As a reaction SMILES: [C:1]([O:5][C@@H:6]([C:11]1[C:40]([CH3:41])=[CH:39][C:38]2=[N:42][C:35]3=[CH:36][N:37]2[C:12]=1[N:13]1[CH2:47][CH2:46][C:16]([CH3:48])([O:17][CH2:18][CH2:19][CH2:20][CH2:21][C@H:22]([CH3:45])[O:23][C:24]2[CH:25]=[CH:26][C:27]([CH3:44])=[CH:28][C:29]=2[C:30]2[CH:43]=[C:34]3[CH:33]=[CH:32][CH:31]=2)[CH2:15][CH2:14]1)[C:7]([O:9]C)=[O:8])([CH3:4])([CH3:3])[CH3:2].C1C(=O)N([Cl:56])C(=O)C1.O.O[Li].O>CC#N.C1COCC1>[C:1]([O:5][C@@H:6]([C:11]1[C:40]([CH3:41])=[CH:39][C:38]2=[N:42][C:35]3=[C:36]([Cl:56])[N:37]2[C:12]=1[N:13]1[CH2:47][CH2:46][C:16]([CH3:48])([O:17][CH2:18][CH2:19][CH2:20][CH2:21][C@H:22]([CH3:45])[O:23][C:24]2[CH:25]=[CH:26][C:27]([CH3:44])=[CH:28][C:29]=2[C:30]2[CH:43]=[C:34]3[CH:33]=[CH:32][CH:31]=2)[CH2:15][CH2:14]1)[C:7]([OH:9])=[O:8])([CH3:4])([CH3:3])[CH3:2] |f:3.4|. Procedure: To a solution of methyl(2S)-2-(tert-butoxy)-2-[(22S)-4,17,22,28-tetramethyl-21,27-dioxa-1,7,34-triazahexacyclo[26.2.2.16,9.110,14.02,7.015,20]tetratriaconta-2,4,6(34),8,10(33),11,13,15(20),16,18-decaen-3-yl]acetate (20 mg, 0.031 mmol, 1 equiv) in MeCN (1 mL) was added NCS (4 mg, 0.031 mmol, 1 equiv). After 1 h, the reaction was concentrated in vacuo. The crude chloride was taken up in 9:1 MeOH:water (1.1 mL) and LiOH.H2O (39 mg, 0.918 mmol, 30 equiv) was added. A few drops of THF were added to a...